Dataset: the Open Reaction Database (ORD), a public repository of structured organic reaction records. Task: describe an organic reaction: reactants, conditions, products, and yield Reactants: C12(CC3CC(CC(C1)C3)C2)C2=CC=C(OCC(=O)O)C=C2 (2-(4-(adamantan-1-yl)phenoxy)acetic acid), CN1CCN(CC1)C1=CC=C(N)C=C1 (4-(4-methylpiperazin-1-yl)aniline). Yields the product C12(CC3CC(CC(C1)C3)C2)C2=CC=C(OCC(=O)NC3=CC=C(C=C3)N3CCN(CC3)C)C=C2 (2-(4-(adamantan-1-yl)phenoxy)-N-(4-(4-methylpiperazin-1-yl)phenyl)acetamide). Yield: 94.6%. RXN SMILES: [C:1]12([C:11]3[CH:21]=[CH:20][C:14]([O:15][CH2:16][C:17](O)=[O:18])=[CH:13][CH:12]=3)[CH2:10][CH:5]3[CH2:6][CH:7]([CH2:9][CH:3]([CH2:4]3)[CH2:2]1)[CH2:8]2.[CH3:22][N:23]1[CH2:28][CH2:27][N:26]([C:29]2[CH:35]=[CH:34][C:32]([NH2:33])=[CH:31][CH:30]=2)[CH2:25][CH2:24]1>>[C:1]12([C:11]3[CH:21]=[CH:20][C:14]([O:15][CH2:16][C:17]([NH:33][C:32]4[CH:34]=[CH:35][C:29]([N:26]5[CH2:25][CH2:24][N:23]([CH3:22])[CH2:28][CH2:27]5)=[CH:30][CH:31]=4)=[O:18])=[CH:13][CH:12]=3)[CH2:2][CH:3]3[CH2:9][CH:7]([CH2:6][CH:5]([CH2:4]3)[CH2:10]1)[CH2:8]2. Reported procedure: The title compound was prepared from 2-(4-(adamantan-1-yl)phenoxy)acetic acid (0.2 g, 0.69 mmol) and 4-(4-methylpiperazin-1-yl)aniline (0.133 g, 0.69 mmol) according to the example 1, which was given 2-(4-(adamantan-1-yl)phenoxy)-N-(4-(4-methylpiperazin-1-yl)phenyl)acetamide as a white solid (0.30 g, 93.4% yield). Starting materials: BrC1=CC(=C(C=C1)NC=1C(=CC2=C(N=CN2CCC(N2CCCC2)=O)C1F)C(=O)O)Cl (6-(4-bromo-2-chloro-phenylamino)-7-fluoro-3-(3-oxo-3-pyrrolidin-1-yl-propyl)-3H-benzoimidazole-5-carboxylic acid), Cl.C1(CC1)CON (O-cyclopropylmethyl-hydroxylamine hydrochloride). The product is C1(CC1)CONC(=O)C1=CC2=C(N=CN2CCC(N2CCCC2)=O)C(=C1NC1=C(C=C(C=C1)Br)Cl)F (6-(4-Bromo-2-chloro-phenylamino)-7-fluoro-3-(3-oxo-3-pyrrolidin-1-yl-propyl)-3H-benzoimidazole-5-carboxylic acid cyclopropylmethoxy-amide). Reaction SMILES: [Br:1][C:2]1[CH:7]=[CH:6][C:5]([NH:8][C:9]2[C:10]([C:28](O)=[O:29])=[CH:11][C:12]3[N:16]([CH2:17][CH2:18][C:19](=[O:25])[N:20]4[CH2:24][CH2:23][CH2:22][CH2:21]4)[CH:15]=[N:14][C:13]=3[C:26]=2[F:27])=[C:4]([Cl:31])[CH:3]=1.Cl.[CH:33]1([CH2:36][O:37][NH2:38])[CH2:35][CH2:34]1>>[CH:33]1([CH2:36][O:37][NH:38][C:28]([C:10]2[C:9]([NH:8][C:5]3[CH:6]=[CH:7][C:2]([Br:1])=[CH:3][C:4]=3[Cl:31])=[C:26]([F:27])[C:13]3[N:14]=[CH:15][N:16]([CH2:17][CH2:18][C:19](=[O:25])[N:20]4[CH2:24][CH2:23][CH2:22][CH2:21]4)[C:12]=3[CH:11]=2)=[O:29])[CH2:35][CH2:34]1 |f:1.2|. Reported procedure: The title compound is prepared from 6-(4-bromo-2-chloro-phenylamino)-7-fluoro-3-(3-oxo-3-pyrrolidin-1-yl-propyl)-3H-benzoimidazole-5-carboxylic acid and O-cyclopropylmethyl-hydroxylamine hydrochloride by the standard coupling procedure described in Step A: MS APCI (+) m/z 578, 580 (M+, Br pattern) detected; 1H NMR (400 MHz, DMSO-d6) δ 11.66 (s, 1H), 8.42 (s, 1H), 8.01 (s, 1H), 7.76 (s, 1H), 7.62 (s, 1H), 7.28 (d, 1H), 6.39 (890 m, 1H), 4.52 (t, 2H), 3.66 (d, 2H), 3.33 (t, 2H), 3.28 (t, 2H), 2.89... Procedure: Tert-butyl (S)-4-[2-(N-methyl-2-methyl-6-nitro-2,3-dihydroimidazo[2,1-b]oxazol-2-ylmethylamino)-ethyl]piperazine-1-carboxylate prepared in Example 173 (300 mg, 0.71 mmol) was dissolved in methylene chloride (5 ml). To the solution, trifluoroacetic acid (5 ml) was added followed by stirring at room temperature for 3 hours. The reaction mixture was concentrated under reduced pressure and added methylene chloride (2 ml) and triethylamine (2 ml). After stirring for 5 minutes at room temperature, the... Reaction conditions: time 3 hour. Run in O (water), C(Cl)Cl (methylene chloride), CN(C)C=O (DMF). The reactants are CN(CCN1CCN(CC1)C(=O)OC(C)(C)C)C[C@]1(CN2C(O1)=NC(=C2)[N+](=O)[O-])C (Tert-butyl (S)-4-[2-(N-methyl-2-methyl-6-nitro-2,3-dihydroimidazo[2,1-b]oxazol-2-ylmethylamino)-ethyl]piperazine-1-carboxylate), FC(C1=CC=C(CO)C=C1)(F)F (4-trifluoromethylbenzyl alcohol), C(=O)(N1C=NC=C1)N1C=NC=C1 (1,1′-carbonyldiimidazole), FC(C(=O)O)(F)F (trifluoroacetic acid). The yield is 52.4%. The product is CN(CCN1CCN(CC1)C(=O)OCC1=CC=C(C=C1)C(F)(F)F)C[C@]1(CN2C(O1)=NC(=C2)[N+](=O)[O-])C (4-trifluoromethylbenzyl (S)-4-[2-(N-methyl-2-methyl-6-nitro-2,3-dihydroimidazo[2,1-b]oxazol-2-ylmethylamino)ethyl]piperazine-1-carboxylate). Reaction SMILES: [CH3:1][N:2]([CH2:18][C@:19]1([CH3:30])[O:23][C:22]2=[N:24][C:25]([N+:27]([O-:29])=[O:28])=[CH:26][N:21]2[CH2:20]1)[CH2:3][CH2:4][N:5]1[CH2:10][CH2:9][N:8]([C:11]([O:13]C(C)(C)C)=[O:12])[CH2:7][CH2:6]1.FC(F)(F)C(O)=O.[F:38][C:39]([F:49])([F:48])[C:40]1[CH:47]=[CH:46][C:43]([CH2:44]O)=[CH:42][CH:41]=1.C(N1C=CN=C1)(N1C=CN=C1)=O>C(Cl)Cl.CN(C=O)C.O>[CH3:1][N:2]([CH2:18][C@:19]1([CH3:30])[O:23][C:22]2=[N:24][C:25]([N+:27]([O-:29])=[O:28])=[CH:26][N:21]2[CH2:20]1)[CH2:3][CH2:4][N:5]1[CH2:10][CH2:9][N:8]([C:11]([O:13][CH2:44][C:43]2[CH:42]=[CH:41][C:40]([C:39]([F:38])([F:48])[F:49])=[CH:47][CH:46]=2)=[O:12])[CH2:7][CH2:6]1. As a reaction SMILES: [Br:11][Mg:12][c:13]1[cH:14][cH:15][cH:16][cH:17][cH:18]1.[Cl-:19].[NH4+:20].[O:21]1[CH2:22][CH2:23][CH2:24][CH2:25]1.[OH:1][c:2]1[cH:3][c:4]([C:8]([CH3:9])=[O:10])[cH:5][cH:6][cH:7]1>>[OH:1][c:2]1[cH:3][c:4]([C:8]([CH3:9])([OH:10])[c:13]2[cH:14][cH:15][cH:16][cH:17][cH:18]2)[cH:5][cH:6][cH:7]1. Product: CC(O)(c1ccccc1)c1cccc(O)c1. Starting materials: Br[Mg]c1ccccc1, [Cl-], [NH4+], C1CCOC1, CC(=O)c1cccc(O)c1. Product: CCOC(C(=O)O)c1c(F)cc(C(=O)NCC(C)C)cc1F. Reaction SMILES: [CH2:1]([CH3:2])[O:3][C:4]([CH:5]([O:6][CH2:7][CH3:8])[c:9]1[c:10]([F:23])[cH:11][c:12]([C:16]([NH:17][CH2:18][CH:19]([CH3:20])[CH3:21])=[O:22])[cH:13][c:14]1[F:15])=[O:24].[CH2:31]1[O:32][CH2:33][CH2:34][CH2:35]1.[CH3:25][OH:26].[CH3:36][CH2:37][O:38][C:39]([CH3:40])=[O:41].[Li+:29].[OH-:28].[OH2:27].[OH2:30]>>[O:3]=[C:4]([CH:5]([O:6][CH2:7][CH3:8])[c:9]1[c:10]([F:23])[cH:11][c:12]([C:16]([NH:17][CH2:18][CH:19]([CH3:20])[CH3:21])=[O:22])[cH:13][c:14]1[F:15])[OH:24]. Starting materials: CCOC(=O)C(OCC)c1c(F)cc(C(=O)NCC(C)C)cc1F, C1CCOC1, CO, CCOC(C)=O, [Li+], [OH-], O, O. Reactants: ice water, Cl (HCl), ClC1=NC2=C(N1COCCOC)C=C(C(=C2)OC2=CC=CC=C2)Cl (2,6-dichloro-1-(2-methoxy-ethoxymethyl)-5-phenoxy-1H-benzoimidazole), N1N=CC(=C1)C(=O)OCC (ethyl pyrazole-4-carboxylate), C([O-])([O-])=O.[Cs+].[Cs+] (cesium carbonate). The solvent is CN(C)C=O (DMF). Conditions: temperature 80 celsius. Yields the product C(C)OC(=O)C=1C=NN(C1)C1=NC2=C(N1)C=C(C(=C2)OC2=CC=CC=C2)Cl (1-(6-Chloro-5-phenoxy-1H-benzoimidazol-2-yl)-1H-pyrazole-4-carboxylic acid ethyl ester). Reaction SMILES: Cl[C:2]1[N:6](COCCOC)[C:5]2[CH:13]=[C:14]([Cl:24])[C:15]([O:17][C:18]3[CH:23]=[CH:22][CH:21]=[CH:20][CH:19]=3)=[CH:16][C:4]=2[N:3]=1.[NH:25]1[CH:29]=[C:28]([C:30]([O:32][CH2:33][CH3:34])=[O:31])[CH:27]=[N:26]1.C(=O)([O-])[O-].[Cs+].[Cs+].Cl>CN(C=O)C>[CH2:33]([O:32][C:30]([C:28]1[CH:29]=[N:25][N:26]([C:2]2[NH:6][C:5]3[CH:13]=[C:14]([Cl:24])[C:15]([O:17][C:18]4[CH:19]=[CH:20][CH:21]=[CH:22][CH:23]=4)=[CH:16][C:4]=3[N:3]=2)[CH:27]=1)=[O:31])[CH3:34] |f:2.3.4|. Reported procedure: To a stirred solution of 2,6-dichloro-1-(2-methoxy-ethoxymethyl)-5-phenoxy-1H-benzoimidazole (0.251 g, 0.684 mmol) and ethyl pyrazole-4-carboxylate (0.115 g, 0.820 mmol) in dry DMF (4 mL) was added anhydrous cesium carbonate (0.535 g, 1.64 mmol). The stirred suspension was heated in 80° C. bath in a sealed tube for 2 h. After coming to ambient temperature, the reaction mixture was added to ice water (100 mL), acidified with 1N HCl (3 mL) and extracted with dichloromethane. The combined organic l... Reactants: ClC1=CC(=C(C=C1)N(C(C)=O)[C@@H]1C[C@@H](N(C2=CC=CC=C12)C(C1=CC=C(C=C1)OC)=O)C)C (N-(4-chloro-2-methylphenyl)-N-[(2S,4R)-1-(4-methoxybenzoyl)-2-methyl-1,2,3,4-tetrahydroquinolin-4-yl]acetamide), FC1=CC=C(C(=O)Cl)C=C1 (4-fluorobenzoyl chloride), amine-aryl. Yields the product COC1=CC=C(C(=O)N2[C@H](C[C@H](C3=CC=CC=C23)N)C)C=C1 ((2S,4R)-1-(4-methoxybenzoyl)-2-methyl-1,2,3,4-tetrahydroquinolin-4-amine). RXN SMILES: ClC1C=CC([N:8]([C@H:12]2[C:21]3[C:16](=[CH:17][CH:18]=[CH:19][CH:20]=3)[N:15]([C:22](=[O:31])[C:23]3[CH:28]=[CH:27][C:26]([O:29][CH3:30])=[CH:25][CH:24]=3)[C@@H:14]([CH3:32])[CH2:13]2)C(=O)C)=C(C)C=1.FC1C=CC(C(Cl)=O)=CC=1>>[CH3:30][O:29][C:26]1[CH:25]=[CH:24][C:23]([C:22]([N:15]2[C:16]3[C:21](=[CH:20][CH:19]=[CH:18][CH:17]=3)[C@H:12]([NH2:8])[CH2:13][C@@H:14]2[CH3:32])=[O:31])=[CH:28][CH:27]=1. Procedure: N-(4-chloro-2-methylphenyl)-N-[(2S,4R)-1-(4-methoxybenzoyl)-2-methyl-1,2,3,4-tetrahydroquinolin-4-yl]acetamide was made following general procedure G, substituting 4-methoxybenzoyl chloride for 4-fluorobenzoyl chloride. The amine-aryl coupling was performed differently to what is described in procedure G. Therefore (2S,4R)-1-(4-methoxybenzoyl)-2-methyl-1,2,3,4-tetrahydroquinolin-4-amine (obtained from the hydrogenation step, 500 mg, 1.5 mmol, 1 equ.) was dissolved in ethylene glycol dimethyl eth... The reactants are aldehydes, ketones, α,β-unsaturated alkenes, OOS(=O)[O-].[K+] (Oxone), C(=O)(O)[O-].[Na+] (NaHCO3), CC#N (CH3CN), C1(=CC=CC=C1)C=CC(=O)C1=CC=CC=C1 (chalcone), OOS(=O)[O-].[K+] (Oxone), C(=O)(O)[O-].[Na+] (NaHCO3), NaIO4, alkene. Solvent: CC#N.O (MeCN—H2O). The product is C(C1=CC=CC=C1)=O (benzaldehyde), C(C1=CC=CC=C1)(=O)O (benzoic acid). RXN SMILES: CC#N.OOS([O-])=O.[K+].[C:10]([O-:13])(O)=[O:11].[Na+].[C:15]1(C=C[C:23]([C:25]2[CH:30]=[CH:29][CH:28]=[CH:27][CH:26]=2)=[O:24])[CH:20]=[CH:19][CH:18]=[CH:17][CH:16]=1>CC#N.O>[CH:23](=[O:24])[C:25]1[CH:30]=[CH:29][CH:28]=[CH:27][CH:26]=1.[C:10]([OH:13])(=[O:11])[C:15]1[CH:20]=[CH:19][CH:18]=[CH:17][CH:16]=1 |f:1.2,3.4,6.7|. Procedure details: The invention relates to a direct method of synthesis of aldehydes and ketones using nano-RuHAP as a general and effective catalyst for the oxidative cleavage of α,β-unsaturated alkenes. To a mixture of CH3CN (7.5 mL) and distilled water (5 mL) containing alkene (104 mg, 0.5 mmol) and nano-RuHAP (40 mg) was added a mixture Oxone (770 mg, 1.25 mmol) and NaHCO3 (330 mg, 2.3 mmol) over a period of 10 min at room temperature. Upon complete reaction based on TLC analysis, excess NaIO4 was quenched by... Yields the product FC(C(CCCCCC)OC1=CC=C(C=C1)[N+](=O)[O-])(F)F (p-(1-trifluoromethylheptyloxy)- nitrobenzene). Run in CN(C)C=O (DMF), O (water). Procedure: Into 200 ml of dry DMF containing 2.0 g of sodium hydride (purity 60%), were added dropwise 9.2 g of S-form oa 1-trifluoromethyl-heptanol, at room temperature with such a speed not causing too rapid generation of hydrogen, to prepare sodium salt (alkoxide) of S-form oa 1-trifluoromethyl-heptanol. After the addition was over, stirring was continued further an hour at room temperature, followed by adding thereto 12.4 g of p-iodo-nitro-benzene and then refluxing for 2 hours. After cooling, the prod... RXN SMILES: [H-].[Na+].[F:3][C:4]([F:14])([F:13])[CH:5]([OH:12])[CH2:6][CH2:7][CH2:8][CH2:9][CH2:10][CH3:11].[H][H].[Na].I[C:19]1[CH:24]=[CH:23][C:22]([N+:25]([O-:27])=[O:26])=[CH:21][CH:20]=1>O.CN(C=O)C>[F:3][C:4]([F:13])([F:14])[CH:5]([O:12][C:19]1[CH:24]=[CH:23][C:22]([N+:25]([O-:27])=[O:26])=[CH:21][CH:20]=1)[CH2:6][CH2:7][CH2:8][CH2:9][CH2:10][CH3:11] |f:0.1,^1:16|. Reactants: [H-].[Na+] (sodium hydride), FC(C(CCCCCC)O)(F)F (1-trifluoromethyl-heptanol), [Na] (sodium), FC(C(CCCCCC)O)(F)F (1-trifluoromethyl-heptanol), [H][H] (hydrogen), IC1=CC=C(C=C1)[N+](=O)[O-] (p-iodo-nitro-benzene).